This data is from the Open Reaction Database (ORD), a public repository of structured organic reaction records. The task is: describe an organic reaction: reactants, conditions, products, and yield Starting materials: FC(C(=O)O)(F)F (tri-fluoroacetic acid), C1(=CC=CC=C1)C(=[N+]=[N-])C1=CC=CC=C1.ClCCl (diphenyldiazomethane dichloromethane), [H-].[Na+] (sodium hydride), Cl (hydrochloric acid), C1(=CC=CC=C1)C(=[N+]=[N-])C1=CC=CC=C1 (diphenyldiazomethane), C(CC(=O)OC(C)(C)C)(=O)OC(C)(C)C (di-t-butyl malonate), C1(CC1)N1C(C(C(C2=CC(=C(C(=C12)OC)F)F)=O)=O)C(=O)OCC (ethyl 1-cyclo-propyl-6,7-difluoro-8-methoxy-1,4-dihydro-4-oxo-3-quinolone-carboxylate). Solvent: C(Cl)Cl (methylene chloride), CN(C=O)C (N,N-dimethylformamide), C(Cl)Cl (methylene chloride), C(C)(=O)O (acetic acid), CO (methanol), O (water), C(C)(=O)OCC (ethyl acetate). Reaction conditions: time 14 hour. Product: C1(CC1)N1C=C(C(C2=CC(=C(C(=C12)OC)CC(=O)OC(C1=CC=CC=C1)C1=CC=CC=C1)F)=O)C(=O)OCC (ethyl 1-cyclopropyl-7-diphenylmethoxycarbonylmethyl-6-fluoro-8-methoxy-1,4-dihydro-4-oxo-3-quinolinecarboxylate). The yield is 59.0%. RXN SMILES: [H-].[Na+].[C:3]([O:13][C:14]([CH3:17])(C)C)(=[O:12])[CH2:4][C:5]([O:7]C(C)(C)C)=O.[CH:18]1([N:21]2[C:30]3[C:25](=[CH:26][C:27]([F:34])=[C:28](F)[C:29]=3[O:31][CH3:32])C(=O)C(=O)[CH:22]2C(OCC)=O)[CH2:20][CH2:19]1.Cl.F[C:44](F)(F)[C:45]([OH:47])=[O:46].[C:50]1([C:56]([C:59]2[CH:64]=[CH:63][CH:62]=[CH:61][CH:60]=2)=[N+]=[N-])[CH:55]=[CH:54][CH:53]=[CH:52][CH:51]=1.ClCCl.C1(C(C2C=CC=CC=2)=[N+]=[N-])C=CC=CC=1>C(Cl)Cl.CO.C(O)(=O)C.O.C(OCC)(=O)C.CN(C)C=O>[CH:18]1([N:21]2[C:30]3[C:25](=[CH:26][C:27]([F:34])=[C:28]([CH2:44][C:45]([O:47][CH:56]([C:50]4[CH:55]=[CH:54][CH:53]=[CH:52][CH:51]=4)[C:59]4[CH:64]=[CH:63][CH:62]=[CH:61][CH:60]=4)=[O:46])[C:29]=3[O:31][CH3:32])[C:5](=[O:7])[C:4]([C:3]([O:13][CH2:14][CH3:17])=[O:12])=[CH:22]2)[CH2:19][CH2:20]1 |f:0.1,6.7|. Reported procedure: 30.7 g of sodium hydride was suspended in 1.8 1 of N,N-dimethylformamide and 261 g of di-t-butyl malonate was dropped thereinto over 2 hours under ice-cooling. After the completion of the addition, 100 g of ethyl 1-cyclo-propyl-6,7-difluoro-8-methoxy-1,4-dihydro-4-oxo-3-quinolone-carboxylate was added thereto. Then the mixture was stirred successively at 50° to 60° C. for 3 hours, at room temperature for 12.5 hours, at 50° to 60° C. for 11 hours and at room temperature for 14 hours. Next, conc. ... Reactants: CC1=NC=C(C=C1)O (2-methyl-5-hydroxy-pyridine), C(C)(=O)O (acetic acid), OO (hydrogen peroxide). Solvent: O (water). Conditions: time 18 hour. The product is CC1=[N+](C=C(C=C1)O)[O-] (2-methyl-5-hydroxy-pyridine-1-oxide). As a reaction SMILES: [CH3:1][C:2]1[CH:7]=[CH:6][C:5]([OH:8])=[CH:4][N:3]=1.C(O)(=[O:11])C.OO>O>[CH3:1][C:2]1[CH:7]=[CH:6][C:5]([OH:8])=[CH:4][N+:3]=1[O-:11]. Procedure details: A mixture of 100.0 g of 2-methyl-5-hydroxy-pyridine, 600 ml of acetic acid and 200 ml of 30-35% hydrogen peroxide is heated on a steam bath with occasional swirling for 18 hours. Then to the mixture is added 500 ml of water and the resulting solution is evaporated to leave a residue. The last traces of water from the residue are removed azeotropically with isopropanol to give a yellow solid. This solid is recrystallized from ethanol to give 2-methyl-5-hydroxy-pyridine-1-oxide melting at 185°-187... Starting materials: ClC1=C(C(=NC2=CC(=CC(=C12)F)F)C1=C(C=CC=C1)S(=O)C)C ((+/−)-4-chloro-5,7-difluoro-3-methyl-2-(2-(methylsulfinyl)phenyl)quinoline), O1CCN(CC1)C=1C=C(C=NC1)N (5-morpholinopyridin-3-amine). The solvent is C1(=CC=CC=C1)C (toluene). Product: FC1=C2C(=C(C(=NC2=CC(=C1)F)C1=C(C=CC=C1)S(=O)C)C)NC=1C=NC=C(C1)N1CCOCC1 (5,7-difluoro-3-methyl-2-(2-(methylsulfinyl)phenyl)-N-(5-morpholinopyridin-3-yl)quinolin-4-amine). As a reaction SMILES: Cl[C:2]1[C:11]2[C:6](=[CH:7][C:8]([F:13])=[CH:9][C:10]=2[F:12])[N:5]=[C:4]([C:14]2[CH:19]=[CH:18][CH:17]=[CH:16][C:15]=2[S:20]([CH3:22])=[O:21])[C:3]=1[CH3:23].[O:24]1[CH2:29][CH2:28][N:27]([C:30]2[CH:31]=[C:32]([NH2:36])[CH:33]=[N:34][CH:35]=2)[CH2:26][CH2:25]1>C1(C)C=CC=CC=1>[F:12][C:10]1[CH:9]=[C:8]([F:13])[CH:7]=[C:6]2[C:11]=1[C:2]([NH:36][C:32]1[CH:33]=[N:34][CH:35]=[C:30]([N:27]3[CH2:28][CH2:29][O:24][CH2:25][CH2:26]3)[CH:31]=1)=[C:3]([CH3:23])[C:4]([C:14]1[CH:19]=[CH:18][CH:17]=[CH:16][C:15]=1[S:20]([CH3:22])=[O:21])=[N:5]2. Procedure: Essentially prepared according to Procedure H using (+/−)-4-chloro-5,7-difluoro-3-methyl-2-(2-(methylsulfinyl)phenyl)quinoline (30.0 mg, 0.085 mmol) and 5-morpholinopyridin-3-amine in toluene to give 5,7-difluoro-3-methyl-2-(2-(methylsulfinyl)phenyl)-N-(5-morpholinopyridin-3-yl)quinolin-4-amine. 1H NMR (CDCl3) δ ppm 8.22 (1H, dd, J=7.9, 1.1 Hz), 7.96 (1H, d, J=2.3 Hz), 7.81 (1H, d, J=2.2 Hz), 7.73 (1H, td, J=7.7, 1.3 Hz), 7.63 (1H, td, J=7.5, 1.3 Hz), 7.50 (1H, ddd, J=9.2, 2.5, 1.4 Hz), 7.39 (1H... Starting materials: 320, 321, ClC=1C=C(C=CC1F)C1=NN2C(CNCC2)=C1C(=O)N (2-(3-Chloro-4-fluorophenyl)-4,5,6,7-tetrahydropyrazolo[1,5-a]pyrazine-3-carboxamide), C1CCOC1 (THF), FC1(CC12CC(C2)C(=O)O)F (1,1-Difluorospiro[2.3]hexane-5-carboxylic acid), TEA, C=1C=CC(=CC1)P(=O)(C=2C=CC=CC2)N=[N+]=[N-] (DPPA). Solvent: C1(=CC=CC=C1)C (toluene). Run at time 2 hour. Yields the product ClC=1C=C(C=CC1F)C1=NN2C(CN(CC2)C(=O)NC2CC3(CC3(F)F)C2)=C1C(=O)N (2-(3-Chloro-4-fluorophenyl)-N5-(1,1-difluorospiro[2.3]hexan-5-yl)-6,7-dihydropyrazolo[1,5-a]pyrazine-3,5(4H)-dicarboxamide). Reaction SMILES: [F:1][C:2]1([F:11])[C:4]2([CH2:7][CH:6](C(O)=O)[CH2:5]2)[CH2:3]1.C1C=CC(P([N:26]=[N+]=[N-])(C2C=CC=CC=2)=O)=CC=1.[Cl:29][C:30]1[CH:31]=[C:32]([C:37]2[C:45]([C:46]([NH2:48])=[O:47])=[C:40]3[CH2:41][NH:42][CH2:43][CH2:44][N:39]3[N:38]=2)[CH:33]=[CH:34][C:35]=1[F:36].C1[CH2:53][O:52]CC1>C1(C)C=CC=CC=1>[Cl:29][C:30]1[CH:31]=[C:32]([C:37]2[C:45]([C:46]([NH2:48])=[O:47])=[C:40]3[CH2:41][N:42]([C:53]([NH:26][CH:6]4[CH2:5][C:4]5([C:2]([F:1])([F:11])[CH2:3]5)[CH2:7]4)=[O:52])[CH2:43][CH2:44][N:39]3[N:38]=2)[CH:33]=[CH:34][C:35]=1[F:36]. Reported procedure: A solution of Intermediate 320B (83 mg, 0.509 mmol), TEA (0.142 mL, 1.018 mmol) and DPPA (0.11 mL, 0.509 mmol) in toluene (10 mL) was heated to 90° C. and stirred for 2 h. The reaction mixture was cooled to RT and to it was added a solution of Intermediate 185B (100 mg, 0.339 mmol) in THF (3 mL) and stirred for 4 h. The reaction mixture was quenched with water and the aq layer was extracted with ethyl acetate (3×5 mL). The combined organic layer was washed with a 10% aq. solution of NaHCO3 and t... Reactants: CC(C)(C)OC(=O)N1CCN(CC1)S(=O)(=O)N (4-(aminosulfonyl)-1-piperazinecarboxylic acid-1,1-dimethylethyl ester), product, C([O-])([O-])=O.[Cs+].[Cs+] (cesium carbonate), ClC1=CC(=NC(=N1)SCC1=C(C(=CC=C1)F)F)OCCCO (3-({6-chloro-2-[(2,3-difluorobenzyl)thio]pyrimidin-4-yl}oxy)propan-1-ol), ClC1=CC(=NC(=N1)SCC1=C(C(=CC=C1)F)F)OCCCO (3-({6-Chloro-2-[(2,3-difluorobenzyl)thio]pyrimidin-4-yl}oxy)propan-1-ol). Reagents/catalysts: C=1C=CC(=CC1)/C=C/C(=O)/C=C/C2=CC=CC=C2.C=1C=CC(=CC1)/C=C/C(=O)/C=C/C2=CC=CC=C2.C=1C=CC(=CC1)/C=C/C(=O)/C=C/C2=CC=CC=C2.[Pd].[Pd] (tris(dibenzylideneacetone)dipalladium). The solvent is O1CCOCC1 (1,4-dioxane). Conditions: temperature 100 celsius. Yields the product FC1=C(CSC2=NC(=CC(=N2)NS(=O)(=O)N2CCN(CC2)C(=O)OC(C)(C)C)OCCCO)C=CC=C1F (tert-Butyl 4-({[2-[(2,3-difluorobenzyl)thio]-6-(3-hydroxypropoxy)pyrimidin-4-yl]amino}sulfonyl)piperazine-1-carboxylate). As a reaction SMILES: [CH3:1][C:2]([O:5][C:6]([N:8]1[CH2:13][CH2:12][N:11]([S:14]([NH2:17])(=[O:16])=[O:15])[CH2:10][CH2:9]1)=[O:7])([CH3:4])[CH3:3].C(=O)([O-])[O-].[Cs+].[Cs+].Cl[C:25]1[N:30]=[C:29]([S:31][CH2:32][C:33]2[CH:38]=[CH:37][CH:36]=[C:35]([F:39])[C:34]=2[F:40])[N:28]=[C:27]([O:41][CH2:42][CH2:43][CH2:44][OH:45])[CH:26]=1>O1CCOCC1.C1C=CC(/C=C/C(/C=C/C2C=CC=CC=2)=O)=CC=1.C1C=CC(/C=C/C(/C=C/C2C=CC=CC=2)=O)=CC=1.C1C=CC(/C=C/C(/C=C/C2C=CC=CC=2)=O)=CC=1.[Pd].[Pd]>[F:40][C:34]1[C:35]([F:39])=[CH:36][CH:37]=[CH:38][C:33]=1[CH2:32][S:31][C:29]1[N:30]=[C:25]([NH:17][S:14]([N:11]2[CH2:12][CH2:13][N:8]([C:6]([O:5][C:2]([CH3:1])([CH3:3])[CH3:4])=[O:7])[CH2:9][CH2:10]2)(=[O:16])=[O:15])[CH:26]=[C:27]([O:41][CH2:42][CH2:43][CH2:44][OH:45])[N:28]=1 |f:1.2.3,6.7.8.9.10|. Reported procedure: A mixture of 4-(aminosulfonyl)-1-piperazinecarboxylic acid-1,1-dimethylethyl ester (the product from example 15, step i), 0.4 g), tris(dibenzylideneacetone)dipalladium (0) (50 mg), 2-dicyclohexylphosphino-2′,4′,6′-tri-isopropyl-1,1′-diphenyl (XPHOS) (50 mg), cesium carbonate (0.43 g) and 3-({6-chloro-2-[(2,3-difluorobenzyl)thio]pyrimidin-4-yl}oxy)propan-1-ol (the product from step i), 0.4 g) in 1,4-dioxane (40 ml) was heated at reflux in a microwave at 100° C., 300 W, open vessel with cooling fo... Reactants: O=C(c1ncc[nH]1)c1ncc[nH]1, CN1CC2CCN(c3ccc(N)cc3)C2C1, CN1CC2CCNC2C1, Clc1ccc(C2CCNCC2)cc1. Product: CN1CC2CCN(c3ccc(NC(=O)N4CCC(c5ccc(Cl)cc5)CC4)cc3)C2C1. As a reaction SMILES: [C:26](=[O:27])([c:28]1[nH:29][cH:30][cH:31][n:32]1)[c:33]1[nH:34][cH:35][cH:36][n:37]1.[CH3:10][N:11]1[CH2:12][CH:13]2[N:14]([c:19]3[cH:20][cH:21][c:22]([NH2:25])[cH:23][cH:24]3)[CH2:15][CH2:16][CH:17]2[CH2:18]1.[CH3:1][N:2]1[CH2:3][CH:4]2[CH:5]([NH:6][CH2:7][CH2:8]2)[CH2:9]1.[Cl:38][c:39]1[cH:40][cH:41][c:42]([CH:45]2[CH2:46][CH2:47][NH:48][CH2:49][CH2:50]2)[cH:43][cH:44]1>>[CH3:10][N:11]1[CH2:12][CH:13]2[N:14]([c:19]3[cH:20][cH:21][c:22]([NH:25][C:26](=[O:27])[N:48]4[CH2:47][CH2:46][CH:45]([c:42]5[cH:41][cH:40][c:39]([Cl:38])[cH:44][cH:43]5)[CH2:50][CH2:49]4)[cH:23][cH:24]3)[CH2:15][CH2:16][CH:17]2[CH2:18]1. Starting materials: F[B-](F)(F)F.[Na+] (sodium tetrafluoroborate), [NH+]12CC[NH+](CC1)CC2.F[B-](F)(F)F.F[B-](F)(F)F.C(C)C2([N+]1(CC[N+](C2)(CC1)P(=O)(O)O)F)CC (Diethyl 1-Fluoro-4-phosphono-1,4-diazoniabicyclo[2.2.2]octane bis(tetrafluoroborate) 1,4-Diazoniabicyclo[2.2.2]octane), P(=O)(OCC)(OCC)Cl (diethyl chlorophosphate). Solvent: C(C)#N (acetonitrile), C1CCOC1 (THF). Reaction conditions: time 8 hour. Product: F[B-](F)(F)F.C(C)C1([N+]2(CCN(C1)CC2)P(=O)(O)O)CC (diethyl- 1-phosphono-4-aza-1-azoniabicyclo[2.2.2]octane tetrafluoroborate). As a reaction SMILES: [NH+]12CC[NH+](CC1)CC2.[F:9][B-:10]([F:13])([F:12])[F:11].F[B-](F)(F)F.[CH2:19]([C:21]1([CH2:34][CH3:35])[CH2:26][N+:25]2(P(O)(O)=O)[CH2:27][CH2:28][N+:22]1(F)[CH2:23][CH2:24]2)[CH3:20].[P:36](Cl)([O:41]CC)([O:38]CC)=[O:37].F[B-](F)(F)F.[Na+]>C1COCC1.C(#N)C>[F:9][B-:10]([F:13])([F:12])[F:11].[CH2:34]([C:21]1([CH2:19][CH3:20])[CH2:26][N:25]2[CH2:27][CH2:28][N+:22]1([P:36]([OH:38])([OH:41])=[O:37])[CH2:23][CH2:24]2)[CH3:35] |f:0.1.2.3,5.6,9.10|. Reported procedure: Diethyl 1-Fluoro-4-phosphono-1,4-diazoniabicyclo[2.2.2]octane bis(tetrafluoroborate) 1,4-Diazoniabicyclo[2.2.2]octane (11 g, 10 mmol) in THF (100 mL) is reacted with diethyl chlorophosphate (17.3 g, 10 mmol) until the reaction is complete by TLC. The reaction is evaporated, diluted with acetonitrile (100 mL) and sodium tetrafluoroborate (40 g, 20 mmol) added. The solution is stirred overnight at room temperature and then filtered to remove all undissolved salts. The filtrate is evaporated to aff... The reactants are CC(Cl)Cl, C1CCOC1, OCC1CCNCC1, COc1cnc(N2CCOCC2)c2sc(NC(=O)Oc3ccccc3)nc12, c1ccncc1. Product: COc1cnc(N2CCOCC2)c2sc(NC(=O)N3CCC(CO)CC3)nc12. Reaction SMILES: [Cl:42][CH:43]([Cl:44])[CH3:45].[O:46]1[CH2:47][CH2:48][CH2:49][CH2:50]1.[OH:28][CH2:29][CH:30]1[CH2:31][CH2:32][NH:33][CH2:34][CH2:35]1.[c:1]1([O:2][C:8]([NH:9][c:10]2[s:11][c:12]3[c:13]([N:21]4[CH2:22][CH2:23][O:24][CH2:25][CH2:26]4)[n:14][cH:15][c:16]([O:19][CH3:20])[c:17]3[n:18]2)=[O:27])[cH:3][cH:4][cH:5][cH:6][cH:7]1.[cH:36]1[cH:37][cH:38][n:39][cH:40][cH:41]1>>[C:8]([NH:9][c:10]1[s:11][c:12]2[c:13]([N:21]3[CH2:22][CH2:23][O:24][CH2:25][CH2:26]3)[n:14][cH:15][c:16]([O:19][CH3:20])[c:17]2[n:18]1)(=[O:27])[N:33]1[CH2:32][CH2:31][CH:30]([CH2:29][OH:28])[CH2:35][CH2:34]1. Reactants: O=C1CCC(=O)N1Br, CCO, ClCCl, [Na+], O=C([O-])O, OCC=C1c2ccccc2COc2ccccc21. The product is CCOC1(C(Br)CO)c2ccccc2COc2ccccc21. RXN SMILES: [Br:22][N:23]1[C:24](=[O:25])[CH2:26][CH2:27][C:28]1=[O:29].[CH3:19][CH2:20][OH:21].[Cl:35][CH2:36][Cl:37].[Na+:34].[O-:30][C:31]([OH:32])=[O:33].[cH:1]1[cH:2][cH:3][cH:4][c:5]2[c:11]1[C:10](=[CH:12][CH2:13][OH:14])[c:9]1[c:8]([cH:18][cH:17][cH:16][cH:15]1)[CH2:7][O:6]2>>[cH:1]1[cH:2][cH:3][cH:4][c:5]2[c:11]1[C:10]([CH:12]([CH2:13][OH:14])[Br:22])([O:21][CH2:20][CH3:19])[c:9]1[c:8]([cH:18][cH:17][cH:16][cH:15]1)[CH2:7][O:6]2.